describe an organic reaction: reactants, conditions, products, and yield From a dataset of the Open Reaction Database (ORD), a public repository of structured organic reaction records. Reactants: C(C)(C)NC(C)C (Diisopropylamine), ClC(=C)CCl (2,3-dichloro-1-propene), C(CCC)[Li] (n-butyllithium), C(C(C)C)(=O)OCC (ethyl isobutyrate). Run in O1CCCC1 (tetrahydrofuran). Run at time 2 hour. Product: C(C)OC(C(CC(=C)Cl)(C)C)=O (4-Chloro-2,2-dimethyl-pent-4-enoic acid ethyl ester). As a reaction SMILES: C(N[CH:5]([CH3:7])[CH3:6])(C)C.C([Li])CCC.[C:13]([O:18][CH2:19][CH3:20])(=[O:17])C(C)C.[Cl:21][C:22]([CH2:24]Cl)=[CH2:23]>O1CCCC1>[CH2:19]([O:18][C:13](=[O:17])[C:5]([CH3:6])([CH3:7])[CH2:24][C:22]([Cl:21])=[CH2:23])[CH3:20]. Reported procedure: Diisopropylamine (1.25 eq) was added to a reaction flask containing tetrahydrofuran (10.0-fold, V/W of ethyl isobutyrate) under nitrogen. The mixture was cooled to less than −70° C., and n-butyllithium (2.7M; 1.14 eq) was added to the reaction mixture while the temperature was maintained at less than −65° C. The reaction mixture was slowly warmed to room temperature and then stirred for 2 hours under nitrogen. The reaction mixture was then cooled to less than −70° C., and ethyl isobutyrate (1.0 ... Starting materials: Clc1ccc2c(Cl)ccnc2c1, [NH4+], CN(C)C=O, [OH-], O, c1nc[nH]n1. The product is Clc1ccc2c(-n3cncn3)ccnc2c1. Reaction SMILES: [Cl:1][c:2]1[cH:3][cH:4][n:5][c:6]2[cH:7][c:8]([Cl:12])[cH:9][cH:10][c:11]12.[NH4+:23].[O:18]=[CH:19][N:20]([CH3:21])[CH3:22].[OH-:24].[OH2:25].[nH:13]1[n:14][cH:15][n:16][cH:17]1>>[c:2]1(-[n:13]2[n:14][cH:15][n:16][cH:17]2)[cH:3][cH:4][n:5][c:6]2[cH:7][c:8]([Cl:12])[cH:9][cH:10][c:11]12. Starting materials: OCCCCCCCCCCCCNC(=O)C=1C=NC(=CC1)Cl (N-(12-hydroxydodecyl)-6-chloropyridine-3-carboxamide), C(C)(C)N1CCNCC1 (1-isopropylpiperazine). Solvent: C(Cl)(Cl)Cl (chloroform). Run at temperature 160 celsius, time 30 minute. Product: OCCCCCCCCCCCCNC(=O)C=1C=NC(=CC1)N1CCN(CC1)C(C)C (N-(12-Hydroxydodecyl)-6-(4-isopropyl-1-piperazinyl)pyridine-3-carboxamide). Yield: 62.4%. Reaction SMILES: [OH:1][CH2:2][CH2:3][CH2:4][CH2:5][CH2:6][CH2:7][CH2:8][CH2:9][CH2:10][CH2:11][CH2:12][CH2:13][NH:14][C:15]([C:17]1[CH:18]=[N:19][C:20](Cl)=[CH:21][CH:22]=1)=[O:16].[CH:24]([N:27]1[CH2:32][CH2:31][NH:30][CH2:29][CH2:28]1)([CH3:26])[CH3:25]>C(Cl)(Cl)Cl>[OH:1][CH2:2][CH2:3][CH2:4][CH2:5][CH2:6][CH2:7][CH2:8][CH2:9][CH2:10][CH2:11][CH2:12][CH2:13][NH:14][C:15]([C:17]1[CH:18]=[N:19][C:20]([N:30]2[CH2:31][CH2:32][N:27]([CH:24]([CH3:26])[CH3:25])[CH2:28][CH2:29]2)=[CH:21][CH:22]=1)=[O:16]. Procedure: To 2.78 g of N-(12-hydroxydodecyl)-6-chloropyridine-3-carboxamide was added 4.15 g of 1-isopropylpiperazine and the mixture was stirred at 160° C. for 30 minutes. The reaction solution was diluted with chloroform, washed with water, dried over anhydrous sodium sulfate and distilled off under reduced pressure. The residue was chromatographed over a silica gel column to afford 2.2 g of the title compound as a crystal. Starting materials: Cc1nc(N2CCN(Cc3ccccc3)C2=O)sc1C(=O)O, Cc1nc(N2CCN(Cc3ccc(OC(F)(F)F)cc3)C2=O)sc1C(=O)O, NCC(O)c1ccccc1. Yields the product Cc1nc(N2CCN(Cc3ccc(OC(F)(F)F)cc3)C2=O)sc1C(=O)NCC(O)c1ccccc1. RXN SMILES: [CH2:1]([N:2]1[CH2:3][CH2:4][N:5]([c:6]2[s:7][c:8]([C:9]([OH:10])=[O:11])[c:12]([CH3:13])[n:14]2)[C:15]1=[O:16])[c:17]1[cH:18][cH:19][cH:20][cH:21][cH:22]1.[CH3:23][c:24]1[n:25][c:26]([N:32]2[C:33](=[O:49])[N:34]([CH2:37][c:38]3[cH:39][cH:40][c:41]([O:44][C:45]([F:46])([F:47])[F:48])[cH:42][cH:43]3)[CH2:35][CH2:36]2)[s:27][c:28]1[C:29](=[O:30])[OH:31].[NH2:50][CH2:51][CH:52]([OH:53])[c:54]1[cH:55][cH:56][cH:57][cH:58][cH:59]1>>[CH3:23][c:24]1[n:25][c:26]([N:32]2[C:33](=[O:49])[N:34]([CH2:37][c:38]3[cH:39][cH:40][c:41]([O:44][C:45]([F:46])([F:47])[F:48])[cH:42][cH:43]3)[CH2:35][CH2:36]2)[s:27][c:28]1[C:29](=[O:30])[NH:50][CH2:51][CH:52]([OH:53])[c:54]1[cH:55][cH:56][cH:57][cH:58][cH:59]1. Reactants: CC=Cc1c(NC(=O)OC)ccc2c1OC(COS(=O)(=O)c1ccc(C)cc1)CO2, [O-][I+3]([O-])([O-])[O-], [Na+], C1CCOC1, O. The product is COC(=O)Nc1ccc2c(c1C=O)OC(COS(=O)(=O)c1ccc(C)cc1)CO2. Reaction SMILES: [CH3:1][c:2]1[cH:3][cH:4][c:5]([S:8](=[O:9])(=[O:10])[O:11][CH2:12][CH:13]2[CH2:14][O:15][c:16]3[c:17]([c:19]([CH:28]=[CH:29][CH3:30])[c:20]([NH:23][C:24](=[O:25])[O:26][CH3:27])[cH:21][cH:22]3)[O:18]2)[cH:6][cH:7]1.[I+3:31]([O-:32])([O-:33])([O-:34])[O-:35].[Na+:36].[O:37]1[CH2:38][CH2:39][CH2:40][CH2:41]1.[OH2:42]>>[CH3:1][c:2]1[cH:3][cH:4][c:5]([S:8](=[O:9])(=[O:10])[O:11][CH2:12][CH:13]2[CH2:14][O:15][c:16]3[c:17]([c:19]([CH:28]=[O:32])[c:20]([NH:23][C:24](=[O:25])[O:26][CH3:27])[cH:21][cH:22]3)[O:18]2)[cH:6][cH:7]1. The reactants are CC(=O)N1CC(N)C(=O)N(Cc2ccccc2)c2ccccc21, CC(C)(C(=O)O)C(=O)NCC(F)(F)C(F)(F)F. RXN SMILES: [C:1]([CH3:2])(=[O:3])[N:4]1[c:5]2[c:6]([cH:20][cH:21][cH:22][cH:23]2)[N:7]([CH2:13][c:14]2[cH:15][cH:16][cH:17][cH:18][cH:19]2)[C:8](=[O:12])[CH:9]([NH2:11])[CH2:10]1.[CH3:24][C:25]([C:26](=[O:27])[OH:28])([C:29](=[O:30])[NH:31][CH2:32][C:33]([C:34]([F:35])([F:36])[F:37])([F:38])[F:39])[CH3:40]>>[C:1]([CH3:2])(=[O:3])[N:4]1[c:5]2[c:6]([cH:20][cH:21][cH:22][cH:23]2)[N:7]([CH2:13][c:14]2[cH:15][cH:16][cH:17][cH:18][cH:19]2)[C:8](=[O:12])[CH:9]([NH:11][C:26]([C:25]([CH3:24])([C:29](=[O:30])[NH:31][CH2:32][C:33]([C:34]([F:35])([F:36])[F:37])([F:38])[F:39])[CH3:40])=[O:27])[CH2:10]1. Product: CC(=O)N1CC(NC(=O)C(C)(C)C(=O)NCC(F)(F)C(F)(F)F)C(=O)N(Cc2ccccc2)c2ccccc21.